This data is from the Open Reaction Database (ORD), a public repository of structured organic reaction records. The task is: describe an organic reaction: reactants, conditions, products, and yield Reactants: ClCCN(CCCl)C=1C=C(C=CC1)[N+](=O)[O-] (3-[N,N-bis(2-chloroethyl)amino]nitrobenzene), stannic chloride, O.N (ammonia water). Run in O (water), Cl (hydrochloric acid). Run at temperature 100 celsius, time 1 hour. The product is Cl.ClCCN(C1=CC(=CC=C1)N)CCCl (N,N-bis(2-chloroethyl)-1,3-phenylenediamine hydrochloride). Yield: 192.1%. As a reaction SMILES: [Cl:1][CH2:2][CH2:3][N:4]([C:8]1[CH:9]=[C:10]([N+:14]([O-])=O)[CH:11]=[CH:12][CH:13]=1)[CH2:5][CH2:6][Cl:7].O.N>Cl.O>[ClH:1].[Cl:1][CH2:2][CH2:3][N:4]([CH2:5][CH2:6][Cl:7])[C:8]1[CH:13]=[CH:12][CH:11]=[C:10]([NH2:14])[CH:9]=1 |f:1.2,5.6|. Reported procedure: In 35 ml of concentrated hydrochloric acid was dissolved 2.0 g (7.6 mmols) of 3-[N,N-bis(2-chloroethyl)amino]nitrobenzene, and 6.9 g (30.6 mmols, 4.0 eq.) of stannic chloride (II) dihydrate was added, followed by stirring for 1 hour in an oil bath at 100° C. Next, the solution was allowed to stand until its temperature lowered to room temperature, and then diluted with water. The solution was basified with concentrated ammonia water, extracted with ethyl acetate twice, dried over anhydrous sodiu... The reactants are solution, [H-].C(C(C)C)[Al+]CC(C)C.[Li+].[H-] (lithium diisobutylaluminum hydride), CCCCCC (n-hexane), cis-3-allylcylohexanone, C(C)(C)O (isopropanol). The solvent is C(C)OCC (diethyl ether), C(C)OCC (diethyl ether). Run at time 48 hour. Product: C(C=C)[C@H]1C[C@H](CCC1)O (cis-3-Allylcyclohexanol). RXN SMILES: [H-].C([Al+]CC(C)C)C(C)C.[Li+].[H-].[CH:13]([OH:16])([CH3:15])[CH3:14].[CH3:17][CH2:18][CH2:19][CH2:20][CH2:21][CH3:22]>C(OCC)C>[CH2:19]([C@@H:20]1[CH2:21][CH2:22][CH2:15][C@H:13]([OH:16])[CH2:14]1)[CH:18]=[CH2:17] |f:0.1.2.3|. Procedure details: 87 ml of a 1 molar solution of lithium diisobutylaluminum hydride in n-hexane are dissolved in 100 ml of diethyl ether, and 7 ml of isopropanol are added at 0° C. After the evolution of gas has ceased, 12.4 g of cis-3-allylcylohexanone, dissolved in 50 ml of diethyl ether, are added. The mixture is stirred at room temperature for 48 hours. The reaction mixture is quenched by addition of 1M HCl and the aqueous phase is saturated with sodium chloride and extracted five times with in each case 200 ...